This data is from the Open Reaction Database (ORD), a public repository of structured organic reaction records. The task is: describe an organic reaction: reactants, conditions, products, and yield The reactants are [N+](=O)(O)[O-] (nitric acid), [OH-].[Na+] (sodium hydroxide), NC1=NC(=CC(=C1)C)C (2-amino-4,6-dimethyl pyridine), ice water. The solvent is S(O)(O)(=O)=O (sulfuric acid), S(O)(O)(=O)=O (sulfuric acid). Conditions: temperature 0 celsius, time 30 minute. The product is NC1=NC(=CC(=C1[N+](=O)[O-])C)C (2-amino-3-nitro-4,6-dimethylpyridine). The yield is 51.9%. Reaction SMILES: [NH2:1][C:2]1[CH:7]=[C:6]([CH3:8])[CH:5]=[C:4]([CH3:9])[N:3]=1.[N+:10]([O-])([OH:12])=[O:11].[OH-].[Na+]>S(=O)(=O)(O)O>[NH2:1][C:2]1[C:7]([N+:10]([O-:12])=[O:11])=[C:6]([CH3:8])[CH:5]=[C:4]([CH3:9])[N:3]=1 |f:2.3|. Reported procedure: 6.0 g(0.04911 mole) of 2-amino-4,6-dimethyl pyridine was dissolved in 20 ml of conc. sulfuric acid. The reaction solution was cooled to 0° C. in an ice bath and thereto was added dropwise 2.3 ml(0.04911 mole) of conc. nitric acid diluted with 5 ml of conc. sulfuric acid over 10 minutes. The resultant was stirred for 30 minutes at 0° C. and then added into ice water slowly to terminate the reaction. The reaction solution was neutralized to pH 7-8 with 20% aqueous sodium hydroxide solution and ext... The reactants are C1CCOC1, COc1ccc(CN(Cc2ccc(OC)cc2)c2nc(C)nc(-c3cccnc3Nc3ccc(N)nc3)n2)cc1, O=C=Nc1cccc(F)c1. Product: COc1ccc(CN(Cc2ccc(OC)cc2)c2nc(C)nc(-c3cccnc3Nc3ccc(NC(=O)Nc4cccc(F)c4)nc3)n2)cc1. As a reaction SMILES: [CH2:51]1[O:52][CH2:53][CH2:54][CH2:55]1.[CH3:1][O:2][c:3]1[cH:4][cH:5][c:6]([CH2:7][N:8]([c:9]2[n:10][c:11](-[c:16]3[c:17]([NH:22][c:23]4[cH:24][cH:25][c:26]([NH2:29])[n:27][cH:28]4)[n:18][cH:19][cH:20][cH:21]3)[n:12][c:13]([CH3:15])[n:14]2)[CH2:30][c:31]2[cH:32][cH:33][c:34]([O:37][CH3:38])[cH:35][cH:36]2)[cH:39][cH:40]1.[F:41][c:42]1[cH:43][c:44]([N:48]=[C:49]=[O:50])[cH:45][cH:46][cH:47]1>>[CH3:1][O:2][c:3]1[cH:4][cH:5][c:6]([CH2:7][N:8]([c:9]2[n:10][c:11](-[c:16]3[c:17]([NH:22][c:23]4[cH:24][cH:25][c:26]([NH:29][C:49]([NH:48][c:44]5[cH:43][c:42]([F:41])[cH:47][cH:46][cH:45]5)=[O:50])[n:27][cH:28]4)[n:18][cH:19][cH:20][cH:21]3)[n:12][c:13]([CH3:15])[n:14]2)[CH2:30][c:31]2[cH:32][cH:33][c:34]([O:37][CH3:38])[cH:35][cH:36]2)[cH:39][cH:40]1. Reactants: [OH-].[Na+] (sodium hydroxide), NC1=C2C=CC=NC2=CC=C1 (5-aminoquinoline), C(\C=C\C)(=O)O (crotonic acid), O (water). The solvent is C1(=CC=CC=C1)C (toluene). The product is N1=CC=CC2=C(C=CC=C12)NC(CC(=O)O)C (3-(quinolin-5-ylamino)-butyric Acid). Yield: 51.0%. RXN SMILES: [NH2:1][C:2]1[CH:11]=[CH:10][CH:9]=[C:8]2[C:3]=1[CH:4]=[CH:5][CH:6]=[N:7]2.[C:12]([OH:17])(=[O:16])/[CH:13]=[CH:14]/[CH3:15].O.[OH-].[Na+]>C1(C)C=CC=CC=1>[N:7]1[C:8]2[C:3](=[C:2]([NH:1][CH:14]([CH3:15])[CH2:13][C:12]([OH:17])=[O:16])[CH:11]=[CH:10][CH:9]=2)[CH:4]=[CH:5][CH:6]=1 |f:3.4|. Reported procedure: A mixture of 5-aminoquinoline (9.9 g, 0.069 mol) and crotonic acid (8.9 g, 0.103 mol) in toluene (35 ml) was stirred at reflux for 48 h. The reaction mixture was allowed to cool to ambient, added to water (500 ml) and the pH adjusted to 9 to 10 by the addition of 2N sodium hydroxide. The reaction mixture was screened and the filtrate extracted with diethyl ether (3×100 ml). The pH of the aqueous layer was first adjusted to pH2 with concentrated HCl and then to pH7 with calcium hydroxide. The pre...